Dataset: the Open Reaction Database (ORD), a public repository of structured organic reaction records. Task: describe an organic reaction: reactants, conditions, products, and yield Starting materials: [O-]P(=O)([O-])[O-].[K+].[K+].[K+] (K3PO4), ClC1=C(C=CC=C1)[N+](=O)[O-] (2-chloronitrobenzene), C(CCCCC)N (hexylamine), ligand 1, CC(C)(C)[O-].[Na+] (NaOt-Bu), solution. The reagents and catalysts are C=1C=CC(=CC1)/C=C/C(=O)/C=C/C2=CC=CC=C2.C=1C=CC(=CC1)/C=C/C(=O)/C=C/C2=CC=CC=C2.C=1C=CC(=CC1)/C=C/C(=O)/C=C/C2=CC=CC=C2.[Pd].[Pd] (Pd2(dba)3). The solvent is CCOCC (ether), CCCCCCCCCCCC (dodecane), COCCOC (DME). Conditions: temperature 100 celsius, time 10 minute. Yields the product C(CCCCC)NC1=C(C=CC=C1)[N+](=O)[O-] (N-Hexyl-2-nitroaniline). Isolated yield 2.7%. RXN SMILES: CC([O-])(C)C.[Na+].[O-]P([O-])([O-])=O.[K+].[K+].[K+].Cl[C:16]1[CH:21]=[CH:20][CH:19]=[CH:18][C:17]=1[N+:22]([O-:24])=[O:23].[CH2:25]([NH2:31])[CH2:26][CH2:27][CH2:28][CH2:29][CH3:30]>COCCOC.CCOCC.CCCCCCCCCCCC.C1C=CC(/C=C/C(/C=C/C2C=CC=CC=2)=O)=CC=1.C1C=CC(/C=C/C(/C=C/C2C=CC=CC=2)=O)=CC=1.C1C=CC(/C=C/C(/C=C/C2C=CC=CC=2)=O)=CC=1.[Pd].[Pd]>[CH2:25]([NH:31][C:16]1[CH:21]=[CH:20][CH:19]=[CH:18][C:17]=1[N+:22]([O-:24])=[O:23])[CH2:26][CH2:27][CH2:28][CH2:29][CH3:30] |f:0.1,2.3.4.5,11.12.13.14.15|. Procedure details: A solution of Pd2(dba)3 [92 mg, 0.1 mmol (4.6 mg, 0.005 mmol, 2 mol % Pd per reaction)], ligand 1 (see FIG. 1) [168 mg, 0.4 mmol (8.4 mg, 0.02 mmol, 4 mol % per reaction)] and NaOt-Bu [40 mg, 0.4 mmol (2 mg, 0.02 mmol, 4 mol % per reaction)] were stirred in 10 mL DME (anhy). After 10 minutes, 0.5 mL of the solution was added via syringe to a test tube containing (under an Argon atmosphere) K3PO4 (148 mg, 0.7 mmol), 2-chloronitrobenzene (79 mg, 0.5 mmol), and hexylamine (79 μL, 0.6 mmol). The tes... Reactants: CC(=O)[O-], CC(=O)[O-], CC(C)(C)[O-], Cc1ccccc1, Clc1cncc(Cl)n1, Nc1ccc(Cl)cc1, [Na+], [Pd+2]. Yields the product Clc1ccc(Nc2cncc(Cl)n2)cc1. As a reaction SMILES: [C:30]([O-:31])(=[O:32])[CH3:33].[C:35]([O-:36])(=[O:37])[CH3:38].[CH3:17][C:18]([CH3:19])([O-:20])[CH3:21].[CH3:23][c:24]1[cH:25][cH:26][cH:27][cH:28][cH:29]1.[Cl:1][c:2]1[n:3][c:4]([Cl:8])[cH:5][n:6][cH:7]1.[NH2:9][c:10]1[cH:11][cH:12][c:13]([Cl:14])[cH:15][cH:16]1.[Na+:22].[Pd+2:34]>>[c:2]1([NH:9][c:10]2[cH:11][cH:12][c:13]([Cl:14])[cH:15][cH:16]2)[n:3][c:4]([Cl:8])[cH:5][n:6][cH:7]1. Reactants: O1CCCC1 (tetrahydrofuran), C(#N)C(CCC(=O)OCC)(C(C)C)C1=CSC=C1 (ethyl 4-cyano-5-methyl-4-(3-thienyl)hexanoate), [OH-].[Na+] (NaOH), O (water), O1CCCC1 (tetrahydrofuran), [H-].[Al+3].[Li+].[H-].[H-].[H-] (lithium aluminum hydride). Conditions: time 2 hour. The product is C(#N)C(CCCO)(C(C)C)C1=CSC=C1 (4-cyano-5-methyl-4-(3-thienyl)hexanol). The yield is 94.6%. RXN SMILES: O1CCCC1.[H-].[Al+3].[Li+].[H-].[H-].[H-].[OH-].[Na+].O.[C:15]([C:17]([C:28]1[CH:32]=[CH:31][S:30][CH:29]=1)([CH:25]([CH3:27])[CH3:26])[CH2:18][CH2:19][C:20](OCC)=[O:21])#[N:16]>>[C:15]([C:17]([C:28]1[CH:32]=[CH:31][S:30][CH:29]=1)([CH:25]([CH3:27])[CH3:26])[CH2:18][CH2:19][CH2:20][OH:21])#[N:16] |f:1.2.3.4.5.6,7.8|. Procedure: A tetrahydrofuran solution (35 ml) in which ethyl 4-cyano-5-methyl-4-(3-thienyl)hexanoate (6.66 g) was dissolved was added dropwise to a tetrahydrofuran solution (50 ml) of lithium aluminum hydride (686 mg). After stirring for 2 hours, 2N aqueous NaOH and water were added to treat the mixture, and the resulting precipitates were filtered. The resulting filtrate was evaporated, and the residue was purified by silica gel column chromatography (ethyl acetate/hexane system), to give the title compou... The reactants are C(C1=CC=CC=C1)(=O)N1CC2=C(N(C=3C=CC=CC23)CC(=O)OCC)CC1 (ethyl (2-benzoyl-1,2,3,4-tetrahydro-pyrido[4,3-b]indol-5-yl)-acetate), [OH-].[Na+] (NaOH). Run in O (water), C1CCOC1 (THF). The product is C1(=CC=CC2=CC=CC=C12)C(=O)N1CC2=C(N(C=3C=CC=CC23)CC(=O)O)CC1 ([2-(Naphthalene-1-carbonyl)-1,2,3,4-tetrahydro-pyrido[4,3-b]indol-5-yl]-acetic acid). As a reaction SMILES: [C:1]([N:9]1[CH2:27][CH2:26][C:12]2[N:13]([CH2:20][C:21]([O:23]CC)=[O:22])[C:14]3[CH:15]=[CH:16][CH:17]=[CH:18][C:19]=3[C:11]=2[CH2:10]1)(=[O:8])[C:2]1[CH:7]=[CH:6][CH:5]=[CH:4][CH:3]=1.[OH-].[Na+]>C1COCC1.O>[C:2]1([C:1]([N:9]2[CH2:27][CH2:26][C:12]3[N:13]([CH2:20][C:21]([OH:23])=[O:22])[C:14]4[CH:15]=[CH:16][CH:17]=[CH:18][C:19]=4[C:11]=3[CH2:10]2)=[O:8])[C:7]2[C:6](=[CH:1][CH:2]=[CH:3][CH:4]=2)[CH:5]=[CH:4][CH:3]=1 |f:1.2|. Reported procedure: Step b): A solution of crude ethyl (2-benzoyl-1,2,3,4-tetrahydro-pyrido[4,3-b]indol-5-yl)-acetate (0.085 mmol) in THF (0.5 ml) is treated with 0.2 N aqueous NaOH solution (0.64 ml) at rt for 15 min. Then, the yellow reaction mixture is diluted with water (2 ml), washed with diethyl ether (2 ml), acidified with conc. HCl to pH 1 and extracted with dichloromethane. The combined organic phases are washed with water, then dried over Na2SO4, filtered and the solvent evaporated. The crude product is r... The reactants are FC1=CC=C(C=C1)C(N[C@H](C)C1=CC=CC2=CC=CC=C12)C1=CC(=CC=C1)[N+](=O)[O-] (N-[(4-fluorophenyl)-(3-nitrophenyl)methyl]-N-[(R)-1-(napthalen-1-yl)ethyl]amine), [Na] (sodium). Reagents/catalysts: O.O.O.O.O.O.[Ni](Cl)Cl (nickel chloride hexahydrate). Product: FC1=CC=C(C=C1)C(C=1C=C(C=CC1)N)N[C@H](C)C1=CC=CC2=CC=CC=C12 (3-{(4-Fluorophenyl)-[(R)-1-(naphthalen-1-yl)ethylamino]methyl}phenylamine). Isolated yield 89.6%. Reaction SMILES: [F:1][C:2]1[CH:7]=[CH:6][C:5]([CH:8]([C:22]2[CH:27]=[CH:26][CH:25]=[C:24]([N+:28]([O-])=O)[CH:23]=2)[NH:9][C@@H:10]([C:12]2[C:21]3[C:16](=[CH:17][CH:18]=[CH:19][CH:20]=3)[CH:15]=[CH:14][CH:13]=2)[CH3:11])=[CH:4][CH:3]=1.[Na]>O.O.O.O.O.O.[Ni](Cl)Cl>[F:1][C:2]1[CH:3]=[CH:4][C:5]([CH:8]([NH:9][C@@H:10]([C:12]2[C:21]3[C:16](=[CH:17][CH:18]=[CH:19][CH:20]=3)[CH:15]=[CH:14][CH:13]=2)[CH3:11])[C:22]2[CH:23]=[C:24]([NH2:28])[CH:25]=[CH:26][CH:27]=2)=[CH:6][CH:7]=1 |f:2.3.4.5.6.7.8,^1:30|. Procedure details: Following a procedure similar to that described in Example (1b), 5.38 g of N-[(4-fluorophenyl)-(3-nitrophenyl)methyl]-N-[(R)-1-(napthalen-1-yl)ethyl]amine [prepared as described in step (a) above], 6.39 g of nickel chloride hexahydrate and 2.03 g of sodium bobohydride were reacted and purified, to obtain 4.46 g of the title compound as a pale yellow oil. The reactants are ClCCl, CC[N+](CC)(CC)Cc1ccccc1, CCO, BrC(Br)Br, [Cl-], [Na+], C=Cc1cccc(COC2CCCCO2)c1C, [OH-], O. The product is Cc1c(COC2CCCCO2)cccc1C1CC1(Br)Br. Reaction SMILES: [CH2:1]([Cl:2])[Cl:3].[CH2:28]([N+:29]([CH2:30][CH3:31])([CH2:32][CH3:33])[CH2:34][CH3:35])[c:36]1[cH:37][cH:38][cH:39][cH:40][cH:41]1.[CH3:43][CH2:44][OH:45].[CH:4]([Br:5])([Br:6])[Br:7].[Cl-:27].[Na+:26].[O:8]1[CH:9]([O:14][CH2:15][c:16]2[c:17]([CH3:24])[c:18]([CH:22]=[CH2:23])[cH:19][cH:20][cH:21]2)[CH2:10][CH2:11][CH2:12][CH2:13]1.[OH-:25].[OH2:42]>>[C:4]1([Br:5])([Br:7])[CH:22]([c:18]2[c:17]([CH3:24])[c:16]([CH2:15][O:14][CH:9]3[O:8][CH2:13][CH2:12][CH2:11][CH2:10]3)[cH:21][cH:20][cH:19]2)[CH2:23]1. Starting materials: C(CC(O)(C(=O)O)CC(=O)O)(=O)O (citric acid), COC=1C=C(CP(OCC)(OCC)=O)C=CC1C(=O)OC (diethyl (3-methoxy-4-methoxycarbonylbenzyl)phosphonate), CC(=O)C (acetone), [H-].[Na+] (sodium hydride). Run in CN(C=O)C (N,N-dimethylformamide). Reaction conditions: time 14 hour. Product: COC1=C(C(=O)OC)C=CC(=C1)C=C(C)C (methyl 2-methoxy-4-(2-methyl-1propenyl)benzoate). Reaction SMILES: [CH3:1][O:2][C:3]1[CH:4]=[C:5]([CH:15]=[CH:16][C:17]=1[C:18]([O:20][CH3:21])=[O:19])[CH2:6]P(=O)(OCC)OCC.[CH3:22][C:23]([CH3:25])=O.[H-].[Na+].C(O)(=O)CC(CC(O)=O)(C(O)=O)O>CN(C)C=O>[CH3:1][O:2][C:3]1[CH:4]=[C:5]([CH:6]=[C:23]([CH3:25])[CH3:22])[CH:15]=[CH:16][C:17]=1[C:18]([O:20][CH3:21])=[O:19] |f:2.3|. Procedure details: To a mixture of diethyl (3-methoxy-4-methoxycarbonylbenzyl)phosphonate (1.28 g) and acetone (1.5 ml) in N,N-dimethylformamide (5 ml) was added 60% sodium hydride-oil dispersion (162 mg). The reaction mixture was stirred at room temperature for 14 hours and then poured into ice-cooled 10% citric acid. The mixture was extracted with ether and the organic layer was washed with water and brine, dried over magnesium sulfate and concentrated. The residue was chromatographed on silica gel column elutin...